From a dataset of the Open Reaction Database (ORD), a public repository of structured organic reaction records. describe an organic reaction: reactants, conditions, products, and yield Starting materials: CCCCCCCCc1ccc2oc(C(=O)OCC)c(C)c2c1, CCO, [Na+], [OH-]. The product is CCCCCCCCc1ccc2oc(C(=O)O)c(C)c2c1. RXN SMILES: [CH3:1][c:2]1[c:3]2[c:4]([o:5][c:6]1[C:7](=[O:8])[O:9][CH2:10][CH3:11])[cH:12][cH:13][c:14]([CH2:16][CH2:17][CH2:18][CH2:19][CH2:20][CH2:21][CH2:22][CH3:23])[cH:15]2.[CH3:26][CH2:27][OH:28].[Na+:25].[OH-:24]>>[CH3:1][c:2]1[c:3]2[c:4]([o:5][c:6]1[C:7](=[O:8])[OH:9])[cH:12][cH:13][c:14]([CH2:16][CH2:17][CH2:18][CH2:19][CH2:20][CH2:21][CH2:22][CH3:23])[cH:15]2.